This data is from the Open Reaction Database (ORD), a public repository of structured organic reaction records. The task is: describe an organic reaction: reactants, conditions, products, and yield Procedure: Compound 40 was prepared following general synthesis scheme 8 wherein a mixture of 4-Hydroxy-pyrido[3,2-d]pyrimidine-8-carboxylamide (G) and 4-Hydroxy-pyrido[3,4-d]pyrimidine-8-carboxylamide (H) was reacted with N—[(S)-2-Amino-2-(4-isopropyl-phenyl)-ethyl]-N-methyl-4-nitro-benzenesulfonamide hydrochloride. The title compound was isolated as the minor product (white solid). LC/MS [365 (M+H)]; 1H NMR (500 MHz, DMSO-d6) δ 9.14 (s, 2H), 8.82-8.58 (m, 2H), 8.40 (s, 1H), 7.82 (s, 1H), 7.42 (d, J=7.8 H... The reactants are OC=1C2=C(N=CN1)C(=CC=N2)C(=O)N (4-hydroxypyrido[3,2-d]pyrimidine-8-carboxamide), 4-Hydroxy-pyrido[3,4-d]pyrimidine 8-carboxylamide, Cl.N[C@H](CN(S(=O)(=O)C1=CC=C(C=C1)[N+](=O)[O-])C)C1=CC=C(C=C1)C(C)C (N—[(S)-2-Amino-2-(4-isopropyl-phenyl)-ethyl]-N-methyl-4-nitro-benzenesulfonamide hydrochloride). Product: C(C)(C)C1=CC=C(C=C1)[C@@H](CNC)NC=1C2=C(N=CN1)C(=NC=C2)C(=O)N (4-[(S)-1-(4-Isopropyl-phenyl)-2-methylamino-ethylamino]-pyrido[3,4-d]pyrimidine-8-carboxylic acid amide). As a reaction SMILES: [OH:1][C:2]1[C:3]2[N:11]=[CH:10][CH:9]=[C:8]([C:12]([NH2:14])=O)[C:4]=2[N:5]=[CH:6][N:7]=1.Cl.[NH2:16][C@@H:17]([C:33]1[CH:38]=[CH:37][C:36]([CH:39]([CH3:41])[CH3:40])=[CH:35][CH:34]=1)[CH2:18][N:19]([CH3:32])S(C1C=CC([N+]([O-])=O)=CC=1)(=O)=O>>[CH:39]([C:36]1[CH:35]=[CH:34][C:33]([C@H:17]([NH:16][C:12]2[C:8]3[CH:9]=[CH:10][N:11]=[C:3]([C:2]([NH2:7])=[O:1])[C:4]=3[N:5]=[CH:6][N:14]=2)[CH2:18][NH:19][CH3:32])=[CH:38][CH:37]=1)([CH3:40])[CH3:41] |f:1.2|. Reactants: C(CCCCCCCC=C)N=C=O (9-decenyl isocyanate), C(CCCCCCCCC=C)(=O)Cl (10-undecenoyl chloride), C(C1=CC=CC=C1)ON (benzyloxyamine). Solvent: ClCCCl (1,2-dichloroethane). Run at temperature 0 celsius, time 20 minute. Product: C(CCCCCCCC=C)NC(=O)NOCC1=CC=CC=C1 (N-(9-decenyl)-N'-benzyloxyurea). Reaction SMILES: [CH2:1]([N:11]=[C:12]=[O:13])[CH2:2][CH2:3][CH2:4][CH2:5][CH2:6][CH2:7][CH2:8][CH:9]=[CH2:10].C(Cl)(=O)CCCCCCCCC=C.[CH2:27]([O:34][NH2:35])[C:28]1[CH:33]=[CH:32][CH:31]=[CH:30][CH:29]=1>ClCCCl>[CH2:1]([NH:11][C:12]([NH:35][O:34][CH2:27][C:28]1[CH:33]=[CH:32][CH:31]=[CH:30][CH:29]=1)=[O:13])[CH2:2][CH2:3][CH2:4][CH2:5][CH2:6][CH2:7][CH2:8][CH:9]=[CH2:10]. Reported procedure: To a solution of 9-decenyl isocyanate, prepared as in Example 18 above from 10.8 ml of 10-undecenoyl chloride in 1,2-dichloroethane (150 ml) at room temperature was added benzyloxyamine (7.2 g). After 20 minutes, the mixture was evaporated, hexane (50 ml) was added, and the mixture cooled to 0° C. The resulting solids were collected by filtration, to provide N-(9-decenyl)-N'-benzyloxyurea as a white solid (7.14 g, mp 53°-55° C.). To a stirred slurry of this urea (3.50 g, 11.65 mmol) in DMF (35 m... Starting materials: Cl (hydrochloric acid), FC1=C(C=2CCC(N3C=C(C(C(C23)=C1)=O)C(=O)O)C)Br (9-fluoro-8-bromo-5-methyl-6,7-dihydro-1-oxo-1H,5H-benzo[ij]quinolizine-2-carboxylic acid), CN(C1CCNCC1)C (4-dimethylaminopiperidine), Br (hydrobromic acid). Run in O (water), CN(P(N(C)C)(N(C)C)=O)C (hexamethylphosphoric triamide), CN(P(N(C)C)(N(C)C)=O)C (hexamethylphosphoric triamide), [OH-].[Na+] (sodium hydroxide). Reaction conditions: temperature 150 celsius. The product is FC1=C(C=2CCC(N3C=C(C(C(C23)=C1)=O)C(=O)O)C)N1CCC(CC1)N(C)C (9-fluoro-8-(4-dimethylamino-1-piperidyl)-5-methyl-6,7-dihydro-1-oxo-1H,5H-benzo[ij]quinolizine-2-carboxylic acid). The yield is 30.1%. Reaction SMILES: [F:1][C:2]1[CH:14]=[C:12]2[C:13]3[N:8]([CH:9]=[C:10]([C:16]([OH:18])=[O:17])[C:11]2=[O:15])[CH:7]([CH3:19])[CH2:6][CH2:5][C:4]=3[C:3]=1Br.[CH3:21][N:22]([CH3:29])[CH:23]1[CH2:28][CH2:27][NH:26][CH2:25][CH2:24]1.Br.Cl>O.[OH-].[Na+].CN(C)P(=O)(N(C)C)N(C)C>[F:1][C:2]1[CH:14]=[C:12]2[C:13]3[N:8]([CH:9]=[C:10]([C:16]([OH:18])=[O:17])[C:11]2=[O:15])[CH:7]([CH3:19])[CH2:6][CH2:5][C:4]=3[C:3]=1[N:26]1[CH2:27][CH2:28][CH:23]([N:22]([CH3:29])[CH3:21])[CH2:24][CH2:25]1 |f:5.6|. Procedure: A mixture of 7 g of 9-fluoro-8-bromo-5-methyl-6,7-dihydro-1-oxo-1H,5H-benzo[ij]quinolizine-2-carboxylic acid, 12 g of 4-dimethylaminopiperidine and 50 ml of hexamethylphosphoric triamide was heated at 150° C. on an oil bath for 5 hours. After completion of reaction, hexamethylphosphoric triamide was distilled off under reduced pressure and to the residue was added ethyl acetate to form crystals. The crystals were suspended in 500 ml of water and a 47% aqueous hydrobromic acid was added thereto t... Reactants: CC1(c2coc(CO[Si](C)(C)C(C)(C)C)n2)OCCO1, CCCC[N+](CCCC)(CCCC)CCCC, C1CCOC1, [Cl-], [F-], N#N, [NH4+]. Product: CC1(c2coc(CO)n2)OCCO1. Reaction SMILES: [C:3]([Si:4]([CH3:5])([CH3:6])[O:8][CH2:9][c:10]1[o:11][cH:12][c:13]([C:15]2([CH3:20])[O:16][CH2:17][CH2:18][O:19]2)[n:14]1)([CH3:7])([CH3:21])[CH3:22].[CH2:24]([N+:25]([CH2:26][CH2:27][CH2:28][CH3:29])([CH2:30][CH2:31][CH2:32][CH3:33])[CH2:34][CH2:35][CH2:36][CH3:37])[CH2:38][CH2:39][CH3:40].[CH2:43]1[O:44][CH2:45][CH2:46][CH2:47]1.[Cl-:41].[F-:23].[N:1]#[N:2].[NH4+:42]>>[OH:8][CH2:9][c:10]1[o:11][cH:12][c:13]([C:15]2([CH3:20])[O:16][CH2:17][CH2:18][O:19]2)[n:14]1. Reactants: NC(=O)N (Urea), ClC=1C=NC=C(C1C(C)O)C=1C=NC=2NCCCC2C1 (1-[3-chloro-5-(5,6,7,8-tetrahydro-[1,8]naphthyridin-3-yl)-pyridin-4-yl]-ethanol). The product is ClC=1C(=C(C=NC1)C=1C=C2CCCN(C2=NC1)C(=O)N)C(C)O (6-[5-Chloro-4-(1-hydroxy-ethyl)-pyridin-3-yl]-3,4-dihydro-2H-[1,8]naphthyridine-1-carboxylic acid amide). Reaction SMILES: [NH2:1][C:2]([NH2:4])=[O:3].[Cl:5][C:6]1[CH:7]=[N:8][CH:9]=[C:10]([C:15]2[CH:16]=[N:17][C:18]3N[CH2:20][CH2:21][CH2:22][C:23]=3[CH:24]=2)[C:11]=1[CH:12]([OH:14])[CH3:13]>>[Cl:5][C:6]1[C:11]([CH:12]([OH:14])[CH3:13])=[C:10]([C:15]2[CH:24]=[C:23]3[C:18](=[N:17][CH:16]=2)[N:1]([C:2]([NH2:4])=[O:3])[CH2:20][CH2:21][CH2:22]3)[CH:9]=[N:8][CH:7]=1. Procedure: 6-[5-Chloro-4-(1-hydroxy-ethyl)-pyridin-3-yl]-3,4-dihydro-2H-[1,8]naphthyridine-1-carboxylic acid amide is synthesized according to the procedure of Urea Formation Method II using 1-[3-chloro-5-(5,6,7,8-tetrahydro-[1,8]naphthyridin-3-yl)-pyridin-4-yl]-ethanol. Starting materials: ClC=1C=C(C(=O)O)C=C(C1OC)F (3-chloro-5-fluoro-4-methoxybenzoic acid), C1(=CC=CC=C1)C (toluene), S(=O)(Cl)Cl (thionyl chloride). The solvent is CN(C=O)C (N,N-dimethylformamide). Run at temperature 60 celsius, time 16 hour. Product: ClC=1C=C(C(=O)Cl)C=C(C1OC)F (3-chloro-5-fluoro-4-methoxybenzoyl chloride). As a reaction SMILES: [Cl:1][C:2]1[CH:3]=[C:4]([CH:8]=[C:9]([F:13])[C:10]=1[O:11][CH3:12])[C:5](O)=[O:6].C1(C)C=CC=CC=1.S(Cl)([Cl:23])=O>CN(C)C=O>[Cl:1][C:2]1[CH:3]=[C:4]([CH:8]=[C:9]([F:13])[C:10]=1[O:11][CH3:12])[C:5]([Cl:23])=[O:6]. Procedure: To 3-chloro-5-fluoro-4-methoxybenzoic acid (295 mg), toluene (3 mL), N,N-dimethylformamide (1 droplet) and thionyl chloride (0.15 mL) were added, and then the mixture was stirred at 60° C. for 16 hours. The solvent was distilled off under reduced pressure and the obtained residue was azeotroped with toluene and used for the synthesis of (b). Starting materials: ClC1=CC=C(C=C1)C1=CC2=C(N(C(=N2)C2=CC=CC=C2)C2=CC=CC=C2)C=C1 (5-(4-chlorophenyl)-1,2-diphenyl-1H-benzimidazole), O1CCOCC1 (dioxane), C1(=CC=CC=C1)C=1C2=CC=CC=C2C(=C2C=CC(=CC12)B(O)O)C1=CC=CC=C1 (9,10-diphenylanthracene-2-boronic acid), C([O-])([O-])=O.[Cs+].[Cs+] (cesium carbonate). Reagents/catalysts: C1(CCCCC1)P(C1CCCCC1)C1CCCCC1.C1(=CC=CC=C1)C (tricyclohexylphosphine toluene), C=1C=CC(=CC1)/C=C/C(=O)/C=C/C2=CC=CC=C2.C=1C=CC(=CC1)/C=C/C(=O)/C=C/C2=CC=CC=C2.C=1C=CC(=CC1)/C=C/C(=O)/C=C/C2=CC=CC=C2.[Pd].[Pd] (tris(dibenzylideneacetone)dipalladium). Solvent: C1(=CC=CC=C1)C (toluene), O (water). Conditions: temperature 80 celsius, time 10 hour. Product: C1(=CC=CC=C1)N1C(=NC2=C1C=CC(=C2)C2=CC=C(C=C2)C2=CC1=C(C3=CC=CC=C3C(=C1C=C2)C2=CC=CC=C2)C2=CC=CC=C2)C2=CC=CC=C2 (1,2-diphenyl-5-[4-(9,10-diphenylanthracen-2-yl)phenyl]-1H-benzimidazole). The yield is 74.1%. Reaction SMILES: Cl[C:2]1[CH:7]=[CH:6][C:5]([C:8]2[CH:28]=[CH:27][C:11]3[N:12]([C:21]4[CH:26]=[CH:25][CH:24]=[CH:23][CH:22]=4)[C:13]([C:15]4[CH:20]=[CH:19][CH:18]=[CH:17][CH:16]=4)=[N:14][C:10]=3[CH:9]=2)=[CH:4][CH:3]=1.[C:29]1([C:35]2[C:36]3[C:41]([C:42]([C:52]4[CH:57]=[CH:56][CH:55]=[CH:54][CH:53]=4)=[C:43]4[C:48]=2[CH:47]=[C:46](B(O)O)[CH:45]=[CH:44]4)=[CH:40][CH:39]=[CH:38][CH:37]=3)[CH:34]=[CH:33][CH:32]=[CH:31][CH:30]=1.C(=O)([O-])[O-].[Cs+].[Cs+].O1CCOCC1>C1(C)C=CC=CC=1.O.C1C=CC(/C=C/C(/C=C/C2C=CC=CC=2)=O)=CC=1.C1C=CC(/C=C/C(/C=C/C2C=CC=CC=2)=O)=CC=1.C1C=CC(/C=C/C(/C=C/C2C=CC=CC=2)=O)=CC=1.[Pd].[Pd].C1(P(C2CCCCC2)C2CCCCC2)CCCCC1.C1(C)C=CC=CC=1>[C:21]1([N:12]2[C:11]3[CH:27]=[CH:28][C:8]([C:5]4[CH:6]=[CH:7][C:2]([C:39]5[CH:38]=[CH:37][C:36]6[C:41](=[C:42]([C:52]7[CH:57]=[CH:56][CH:55]=[CH:54][CH:53]=7)[C:43]7[C:48]([C:35]=6[C:29]6[CH:30]=[CH:31][CH:32]=[CH:33][CH:34]=6)=[CH:47][CH:46]=[CH:45][CH:44]=7)[CH:40]=5)=[CH:3][CH:4]=4)=[CH:9][C:10]=3[N:14]=[C:13]2[C:15]2[CH:20]=[CH:19][CH:18]=[CH:17][CH:16]=2)[CH:26]=[CH:25][CH:24]=[CH:23][CH:22]=1 |f:2.3.4,8.9.10.11.12,13.14|. Reported procedure: 2.3 g (6.0 mmol) of 5-(4-chlorophenyl)-1,2-diphenyl-1H-benzimidazole, 2.5 g (6.6 mmol) of 9,10-diphenylanthracene-2-boronic acid, tris(dibenzylideneacetone)dipalladium (0) (0.14 g, 0.15 mmol), and cesium carbonate (4.7 g, 14 mmol) were suspended into 20 mL of anhydrous dioxane, a solution of tricyclohexylphosphine/toluene (25 mass %, 0.49 ml, 0.43 mmol) was added, and the whole was stirred at 80° C. for 10 hours. The reaction mixture was diluted with 200 mL of toluene and 100 mL of water, and wa...